This data is from the Open Reaction Database (ORD), a public repository of structured organic reaction records. The task is: describe an organic reaction: reactants, conditions, products, and yield The reactants are NC1=NC2(CO1)c1cc(Br)ccc1Oc1ccc(Oc3ccccn3)cc12, ClCCl, CCOC(C)=O, C#CC(C)(C)C, CO, CC(C)NC(C)C, [Cu]I, [NH4+], CN(C)C=O, [OH-], O, c1ccc(P(c2ccccc2)(c2ccccc2)[Pd](P(c2ccccc2)(c2ccccc2)c2ccccc2)(P(c2ccccc2)(c2ccccc2)c2ccccc2)P(c2ccccc2)(c2ccccc2)c2ccccc2)cc1. Yields the product CC(C)(C)C#Cc1ccc2c(c1)C1(COC(N)=N1)c1cc(Oc3ccccn3)ccc1O2. As a reaction SMILES: [Br:1][c:2]1[cH:3][c:4]2[c:5]([cH:6][cH:7]1)[O:8][c:9]1[cH:10][cH:11][c:12]([O:21][c:22]3[n:23][cH:24][cH:25][cH:26][cH:27]3)[cH:13][c:14]1[C:15]21[N:16]=[C:17]([NH2:20])[O:18][CH2:19]1.[CH2:49]([Cl:50])[Cl:51].[CH3:133][CH2:134][O:135][C:136](=[O:137])[CH3:138].[CH3:28][C:29]([C:30]#[CH:31])([CH3:32])[CH3:33].[CH3:47][OH:48].[CH:39]([NH:40][CH:41]([CH3:42])[CH3:43])([CH3:44])[CH3:45].[Cu:54][I:55].[NH4+:52].[O:34]=[CH:35][N:36]([CH3:37])[CH3:38].[OH-:53].[OH2:46].[cH:56]1[cH:57][cH:58][c:59]([P:60]([Pd:61]([P:62]([c:63]2[cH:64][cH:65][cH:66][cH:67][cH:68]2)([c:69]2[cH:70][cH:71][cH:72][cH:73][cH:74]2)[c:75]2[cH:76][cH:77][cH:78][cH:79][cH:80]2)([P:81]([c:82]2[cH:83][cH:84][cH:85][cH:86][cH:87]2)([c:88]2[cH:89][cH:90][cH:91][cH:92][cH:93]2)[c:94]2[cH:95][cH:96][cH:97][cH:98][cH:99]2)[P:100]([c:101]2[cH:102][cH:103][cH:104][cH:105][cH:106]2)([c:107]2[cH:108][cH:109][cH:110][cH:111][cH:112]2)[c:113]2[cH:114][cH:115][cH:116][cH:117][cH:118]2)([c:119]2[cH:120][cH:121][cH:122][cH:123][cH:124]2)[c:125]2[cH:126][cH:127][cH:128][cH:129][cH:130]2)[cH:131][cH:132]1>>[c:2]1([C:31]#[C:30][C:29]([CH3:28])([CH3:32])[CH3:33])[cH:3][c:4]2[c:5]([cH:6][cH:7]1)[O:8][c:9]1[cH:10][cH:11][c:12]([O:21][c:22]3[n:23][cH:24][cH:25][cH:26][cH:27]3)[cH:13][c:14]1[C:15]21[N:16]=[C:17]([NH2:20])[O:18][CH2:19]1.